From a dataset of the Open Reaction Database (ORD), a public repository of structured organic reaction records. describe an organic reaction: reactants, conditions, products, and yield Starting materials: O=C([O-])[O-], CCNCCOc1ccc(C)cc1, CO, [K+], [K+], OCCCl. Yields the product CCN(CCO)CCOc1ccc(C)cc1. RXN SMILES: [C:18](=[O:19])([O-:20])[O-:21].[CH2:5]([CH3:6])[NH:7][CH2:8][CH2:9][O:10][c:11]1[cH:12][cH:13][c:14]([CH3:17])[cH:15][cH:16]1.[CH3:24][OH:25].[K+:22].[K+:23].[OH:1][CH2:2][CH2:3][Cl:4]>>[OH:1][CH2:2][CH2:3][N:7]([CH2:5][CH3:6])[CH2:8][CH2:9][O:10][c:11]1[cH:12][cH:13][c:14]([CH3:17])[cH:15][cH:16]1. Starting materials: CO, C[O-], Cc1c[n+]([O-])c(C)c(C)c1[N+](=O)[O-], [Na+]. The product is COc1c(C)c[n+]([O-])c(C)c1C. RXN SMILES: [CH3:17][OH:18].[CH3:1][O-:2].[N+:4]([O-:5])(=[O:6])[c:7]1[c:8]([CH3:16])[c:9]([CH3:15])[n+:10]([O-:14])[cH:11][c:12]1[CH3:13].[Na+:3]>>[CH3:1][O:2][c:7]1[c:8]([CH3:16])[c:9]([CH3:15])[n+:10]([O-:14])[cH:11][c:12]1[CH3:13]. Starting materials: ClC=1C=C(C(=O)O)C=CC1OC(C)C (3-Chloro-4-[(1-methylethyl)oxy]benzoic acid), CCN=C=NCCCN(C)C (EDCI), C=1C=CC2=C(C1)N=NN2O (HOBT), ONC(C1=C2C=CN(C2=CC=C1)CCC(=O)OCC)=N (ethyl 3-{4-[(hydroxyamino)(imino)methyl]-1H-indol-1-yl}propanoate). The solvent is CN(C)C=O (DMF), CN(C)C=O (DMF). Run at time 10 minute. Yields the product ClC=1C=C(C=CC1OC(C)C)C1=NC(=NO1)C1=C2C=CN(C2=CC=C1)CCC(=O)O (3-[4-(5-{3-Chloro-4-[(1-methylethyl)oxy]phenyl}-1,2,4-oxadiazol-3-yl)-1H-indol-1-yl]propanoic acid). The yield is 19.8%. RXN SMILES: [Cl:1][C:2]1[CH:3]=[C:4]([CH:8]=[CH:9][C:10]=1[O:11][CH:12]([CH3:14])[CH3:13])[C:5]([OH:7])=O.CCN=C=NCCCN(C)C.C1C=CC2N(O)N=NC=2C=1.O[NH:37][C:38](=[NH:55])[C:39]1[CH:47]=[CH:46][CH:45]=[C:44]2[C:40]=1[CH:41]=[CH:42][N:43]2[CH2:48][CH2:49][C:50]([O:52]CC)=[O:51]>CN(C=O)C>[Cl:1][C:2]1[CH:3]=[C:4]([C:5]2[O:7][N:55]=[C:38]([C:39]3[CH:47]=[CH:46][CH:45]=[C:44]4[C:40]=3[CH:41]=[CH:42][N:43]4[CH2:48][CH2:49][C:50]([OH:52])=[O:51])[N:37]=2)[CH:8]=[CH:9][C:10]=1[O:11][CH:12]([CH3:14])[CH3:13]. Procedure: 3-chloro-4-[(1-methylethyl)oxy]benzoic acid (D4) (117 mg) was added to EDCI (114 mg) and HOBT (81 mg) dissolved in DMF (2.5 ml). This was stirred at RT for 10 minutes and then ethyl 3-{4-[(hydroxyamino)(imino)methyl]-1H-indol-1-yl}propanoate (D57) (150 mg) in DMF (2.5 ml) was added and stirring continued at RT for 2 hours then at 80° C. overnight. The reaction mixture was evaporated to dryness and extracted from H2O (25 ml) with EtOAc (2×25 ml). The combined organics were evaporated and treated ... The reactants are C(C1=CC=CC=C1)N1CC(OCC1)C(CC1=C(C=CC=C1)OC)(O)C1=CC=CC=C1 (1-(4-benzyl-morpholin-2-yl)-2-(2-methoxy-phenyl)-1-phenyl-ethanol), CC1=C(C[Mg]Br)C=CC=C1 (2-methylbenzylmagnesium bromide). The product is C(C1=CC=CC=C1)N1CC(OCC1)C(CC1=C(C=CC=C1)C)(O)C1=CC=CC=C1 (1-(4-Benzyl-morpholin-2-yl)-1-phenyl-2-o-tolyl-ethanol). Reaction SMILES: [CH2:1]([N:8]1[CH2:13][CH2:12][O:11][CH:10]([C:14]([C:25]2[CH:30]=[CH:29][CH:28]=[CH:27][CH:26]=2)([OH:24])[CH2:15][C:16]2[CH:21]=[CH:20][CH:19]=[CH:18][C:17]=2OC)[CH2:9]1)[C:2]1[CH:7]=[CH:6][CH:5]=[CH:4][CH:3]=1.[CH3:31]C1C=CC=CC=1C[Mg]Br>>[CH2:1]([N:8]1[CH2:13][CH2:12][O:11][CH:10]([C:14]([C:25]2[CH:30]=[CH:29][CH:28]=[CH:27][CH:26]=2)([OH:24])[CH2:15][C:16]2[CH:21]=[CH:20][CH:19]=[CH:18][C:17]=2[CH3:31])[CH2:9]1)[C:2]1[CH:3]=[CH:4][CH:5]=[CH:6][CH:7]=1. Reported procedure: The procedure for the synthesis of example 1a, 1-(4-benzyl-morpholin-2-yl)-2-(2-methoxy-phenyl)-1-phenyl-ethanol, was followed using commercially available 2-methylbenzylmagnesium bromide (available from Rieke-Metals) as starting material and making non-critical variations, to yield the title compound. FIA [M+H]+=388. Starting materials: CC1=C(C=C(C=C1)C(C)O)[N+](=O)[O-] (1-(4-methyl-3-nitrophenyl)ethan-1-ol). Reagents/catalysts: [Pd] (palladium on carbon). Solvent: C(C)(=O)OCC (ethyl acetate). Reaction conditions: time 7 hour. Yields the product NC=1C=C(C=CC1C)C(C)O (1-(3-Amino-4-methylphenyl)ethan-1-ol). The yield is 97.8%. RXN SMILES: [CH3:1][C:2]1[CH:7]=[CH:6][C:5]([CH:8]([OH:10])[CH3:9])=[CH:4][C:3]=1[N+:11]([O-])=O>C(OCC)(=O)C.[Pd]>[NH2:11][C:3]1[CH:4]=[C:5]([CH:8]([OH:10])[CH3:9])[CH:6]=[CH:7][C:2]=1[CH3:1]. Procedure: To a solution of 1-(4-methyl-3-nitrophenyl)ethan-1-ol (1.96 g) in ethyl acetate (55 mL) was added 10% palladium on carbon (56.5% water included, 901 mg), and the mixture was stirred at room temperature for 7 hours under a hydrogen atmosphere. The reaction mixture was filtered through celite (registered trademark) pad. The filtrate was concentrated under reduced pressure to obtain the title compound (1.60 g). 1H-NMR (CDCl3) δ ppm: 1.47 (3H, d, J=6.4 Hz), 1.73 (1H, br s), 2.16 (3H, s), 3.63 (2H, b... The reactants are C1[C@@H](OCP(=O)(O1)O)CN2C=CC(=NC2=O)N (cyclic cidofovir), C1(CCCCC1)NC(=NC1CCCCC1)N1CCOCC1 (N,N′-dicyclohexyl-4-morpholinecarboxamidine), BrCCCOCCCCCCCCCCCCCCCC (1-bromo-3-hexadecyloxypropane). Run in N,N-DMF. Conditions: temperature 80 celsius, time 8 hour. Product: CCCCCCCCCCCCCCCCOCCCOP1(=O)CO[C@H](CO1)CN2C=CC(=NC2=O)N (hexadecyloxypropyl-cyclic cidofovir). The yield is 25.0%. As a reaction SMILES: [CH2:1]1[O:7][P:5]([OH:8])(=[O:6])[CH2:4][O:3][C@H:2]1[CH2:9][N:10]1[C:15](=[O:16])[N:14]=[C:13]([NH2:17])[CH:12]=[CH:11]1.C1(NC(N2CCOCC2)=NC2CCCCC2)CCCCC1.Br[CH2:40][CH2:41][CH2:42][O:43][CH2:44][CH2:45][CH2:46][CH2:47][CH2:48][CH2:49][CH2:50][CH2:51][CH2:52][CH2:53][CH2:54][CH2:55][CH2:56][CH2:57][CH2:58][CH3:59]>>[CH3:59][CH2:58][CH2:57][CH2:56][CH2:55][CH2:54][CH2:53][CH2:52][CH2:51][CH2:50][CH2:49][CH2:48][CH2:47][CH2:46][CH2:45][CH2:44][O:43][CH2:42][CH2:41][CH2:40][O:6][P:5]1([O:7][CH2:1][C@H:2]([CH2:9][N:10]2[C:15](=[O:16])[N:14]=[C:13]([NH2:17])[CH:12]=[CH:11]2)[O:3][CH2:4]1)=[O:8]. Reported procedure: To a heterogeneous solution of cyclic cidofovir (39 g, 0.131 mol., 1 equiv, purchased from Gilead Sciences) in N,N-DMF (2.0 L) under a nitrogen atmosphere was added N,N′-dicyclohexyl-4-morpholinecarboxamidine (DCMC) (0.131 mol, 38.51 g, 1 equiv.). This was stirred overnight. This dissolved most of the solid in the reaction mixture. To this solution was added 1-bromo-3-hexadecyloxypropane (238.45 g, 0.656 mol, 5 equiv.). The reaction mixture was heated to 80° C. and stirred for 6 hours. The crude...